This data is from the Open Reaction Database (ORD), a public repository of structured organic reaction records. The task is: describe an organic reaction: reactants, conditions, products, and yield The reactants are C(CCCCCC)(=O)OC (methyl heptanoate), C(C)(C)[N-]C(C)C.[Li+] (lithium diisopropylamide), C(C1=CC=CC=C1)OC1=CC(=C(C=O)C=C1)C (4-benzyloxy-2-methyl-benzaldehyde). Run in O1CCCC1 (tetrahydrofuran). Product: COC(C(CCCCC)C(O)C1=C(C=C(C=C1)OCC1=CC=CC=C1)C)=O (2-[(4-benzyloxy-2-methyl-phenyl)-hydroxy-methyl]-heptanoic acid methyl ester). RXN SMILES: [C:1]([O:9][CH3:10])(=[O:8])[CH2:2][CH2:3][CH2:4][CH2:5][CH2:6][CH3:7].C([N-]C(C)C)(C)C.[Li+].[CH2:19]([O:26][C:27]1[CH:34]=[CH:33][C:30]([CH:31]=[O:32])=[C:29]([CH3:35])[CH:28]=1)[C:20]1[CH:25]=[CH:24][CH:23]=[CH:22][CH:21]=1>O1CCCC1>[CH3:10][O:9][C:1](=[O:8])[CH:2]([CH:31]([C:30]1[CH:33]=[CH:34][C:27]([O:26][CH2:19][C:20]2[CH:25]=[CH:24][CH:23]=[CH:22][CH:21]=2)=[CH:28][C:29]=1[CH3:35])[OH:32])[CH2:3][CH2:4][CH2:5][CH2:6][CH3:7] |f:1.2|. Reported procedure: In analogy to the procedure described in example 125 a], methyl heptanoate was deprotonated with lithium diisopropylamide and reacted with 4-benzyloxy-2-methyl-benzaldehyde in tetrahydrofuran to obtain 2-[(4-benzyloxy-2-methyl-phenyl)-hydroxy-methyl]-heptanoic acid methyl ester as a mixture of two diastereomeric racemates as light yellow oil. Reactants: N1=C(C=NC=C1)N1CCNCC1 (1-(2-pyrazinyl)piperazine), C(C)(C)(C)N=C=S (tert-butyl isothiocyanate). The solvent is CCOCC (ether), CCOCC (ether). Run at time 30 minute. Yields the product C(C)(C)(C)NC(=S)N1CCN(CC1)C1=NC=CN=C1 (N-tert-Butyl-4-(2-pyrazinyl)-1-piperazinethiocarboxamide). Reaction SMILES: [N:1]1[CH:6]=[CH:5][N:4]=[CH:3][C:2]=1[N:7]1[CH2:12][CH2:11][NH:10][CH2:9][CH2:8]1.[C:13]([N:17]=[C:18]=[S:19])([CH3:16])([CH3:15])[CH3:14]>CCOCC>[C:13]([NH:17][C:18]([N:10]1[CH2:9][CH2:8][N:7]([C:2]2[CH:3]=[N:4][CH:5]=[CH:6][N:1]=2)[CH2:12][CH2:11]1)=[S:19])([CH3:16])([CH3:15])[CH3:14]. Reported procedure: To a solution of 4.92 g. of 1-(2-pyrazinyl)piperazine in 50 ml. of anhydrous ether is added a solution of 3.45 g. of tert-butyl isothiocyanate in 50 ml. of anhydrous ether. The mixture is stirred for 30minutes and the resulting solid is collected and recrystallized from 50 ml.of ethanol, giving 5.85 g. of the desired product as white crystals, m.p. 153°-156° C. Run in CN(C=O)C (dimethylformamide), C(C)(=O)OCC (ethyl acetate). Procedure: 2,5-Dibromopyridine (20.0 g, 84.4 mmol) was dissolved in dimethylformamide (422 mL). To the stirred solution was added copper(I) cyanide. After refluxing for 5 h, the mixture was cooled to room temperature and stored overnight. The reaction mixture was diluted with ethyl acetate (1200 mL) and filtered through a Buchner funnel containing sand, Celite, and silica gel layers. The filtrate was concentrated to a volume of 400 mL. This organic liquid was diluted with water (300 mL) and the resulting l... Reaction SMILES: Br[C:2]1[CH:7]=[CH:6][C:5]([Br:8])=[CH:4][N:3]=1.[Cu][C:10]#[N:11]>CN(C)C=O.C(OCC)(=O)C>[Br:8][C:5]1[CH:6]=[CH:7][C:2]([C:10]#[N:11])=[N:3][CH:4]=1. Starting materials: BrC1=NC=C(C=C1)Br (2,5-Dibromopyridine), [Cu]C#N (copper(I) cyanide). Run at time 8 hour. Yields the product BrC=1C=CC(=NC1)C#N (5-Bromo-2-cyanopyridine). Reactants: FC1=CC(=C(C=C1)[N+](=O)[O-])C (4-Fluoro-2-methyl-1-nitro-benzene), CC1=C(C=CC(=C1)N1CCOCC1)N (2-Methyl-4-morpholin-4-yl-phenylamine), ClC1=NC=C(C(=N1)NC1=C(C=C(C=C1)N1CCOCC1)C)Cl ((2,5-Dichloro-pyrimidin-4-yl)-(2-methyl-4-morpholin-4-yl-phenyl)-amine), N1CCOCC1 (Morpholine), CC=1C=C(C=CC1[N+](=O)[O-])N1CCOCC1 (4-(3-Methyl-4-nitro-phenyl)-morpholine). Yields the product ClC=1C(=NC(=NC1)NC1=CC2=C(CCN(CC2)CC(=O)N(C)C)C=C1OC)NC1=C(C=C(C=C1)N1CCOCC1)C (2-{7-[5-Chloro-4-(2-methyl-4-morpholin-4-yl-phenylamino)-pyrimidin-2-ylamino]-8-methoxy-1,2,4,5-tetrahydro-benzo[d]azepin-3-yl}-N,N-dimethyl-acetamide). Reaction SMILES: F[C:2]1[CH:7]=[CH:6][C:5]([N+:8]([O-])=O)=[C:4](C)[CH:3]=1.[NH:12]1[CH2:17]COC[CH2:13]1.CC1C=[C:21]([N:28]2[CH2:33][CH2:32][O:31][CH2:30][CH2:29]2)[CH:22]=CC=1[N+]([O-])=O.CC1C=C(N2CC[O:44][CH2:43]C2)C=CC=1N.Cl[C:49]1[N:54]=[C:53]([NH:55][C:56]2[CH:61]=[CH:60][C:59]([N:62]3[CH2:67][CH2:66][O:65][CH2:64][CH2:63]3)=[CH:58][C:57]=2[CH3:68])[C:52]([Cl:69])=[CH:51][N:50]=1>>[Cl:69][C:52]1[C:53]([NH:55][C:56]2[CH:61]=[CH:60][C:59]([N:62]3[CH2:67][CH2:66][O:65][CH2:64][CH2:63]3)=[CH:58][C:57]=2[CH3:68])=[N:54][C:49]([NH:8][C:5]2[C:4]([O:44][CH3:43])=[CH:3][C:2]3[CH2:32][CH2:33][N:28]([CH2:29][C:30]([N:12]([CH3:17])[CH3:13])=[O:31])[CH2:21][CH2:22][C:7]=3[CH:6]=2)=[N:50][CH:51]=1. Reported procedure: 4-Fluoro-2-methyl-1-nitro-benzene using Morpholine was converted in an analogous manner to Example 171b, to 4-(3-Methyl-4-nitro-phenyl)-morpholine which was converted in an analogous manner to Example 31f, to 2-Methyl-4-morpholin-4-yl-phenylamine, which was converted in an analogous manner to Example 1d, to (2,5-Dichloro-pyrimidin-4-yl)-(2-methyl-4-morpholin-4-yl-phenyl)-amine which was converted to the title compound in an analogous manner to Example 61e using 2-(7-Amino-8-methoxy-1,2,4,5-tetra... Reactants: C(C)(C)(C)C1=C(C(=CC(=C1)C)C(C)(C)C)O (2,6-di-tert-butyl-4-methylphenol), N1=CC=CC2=CC=C(C=C12)OC1=CC(=NC=N1)C1=C(C=C(C=C1)C(F)(F)F)OS(=O)(=O)C(F)(F)F (trifluoromethanesulfonic acid 2-[6-(quinolin-7-yloxy)-pyrimidin-4-yl]-5-trifluoromethyl-phenyl ester), vinyltributylstannate, [Li+].[Cl-] (LiCl). The reagents and catalysts are C=1C=CC(=CC1)[P](C=2C=CC=CC2)(C=3C=CC=CC3)[Pd]([P](C=4C=CC=CC4)(C=5C=CC=CC5)C=6C=CC=CC6)([P](C=7C=CC=CC7)(C=8C=CC=CC8)C=9C=CC=CC9)[P](C=1C=CC=CC1)(C=1C=CC=CC1)C=1C=CC=CC1 (Pd(PPh3)4). Solvent: O1CCOCC1 (dioxane). Product: FC(C1=CC(=C(C=C1)C1=CC(=NC=N1)OC1=CC=C2C=CC=NC2=C1)C=C)(F)F (7-[6-(4-Trifluoromethyl-2-vinyl-phenyl)-pyrimidin-4-yloxy]-quinoline). Reaction SMILES: [N:1]1[C:10]2[C:5](=[CH:6][CH:7]=[C:8]([O:11][C:12]3[N:17]=[CH:16][N:15]=[C:14]([C:18]4[CH:23]=[CH:22][C:21]([C:24]([F:27])([F:26])[F:25])=[CH:20][C:19]=4OS(C(F)(F)F)(=O)=O)[CH:13]=3)[CH:9]=2)[CH:4]=[CH:3][CH:2]=1.[Li+].[Cl-].[C:38](C1C=C(C)C=C(C(C)(C)C)C=1O)(C)(C)[CH3:39]>O1CCOCC1.C1C=CC([P]([Pd]([P](C2C=CC=CC=2)(C2C=CC=CC=2)C2C=CC=CC=2)([P](C2C=CC=CC=2)(C2C=CC=CC=2)C2C=CC=CC=2)[P](C2C=CC=CC=2)(C2C=CC=CC=2)C2C=CC=CC=2)(C2C=CC=CC=2)C2C=CC=CC=2)=CC=1>[F:26][C:24]([F:25])([F:27])[C:21]1[CH:22]=[CH:23][C:18]([C:14]2[N:15]=[CH:16][N:17]=[C:12]([O:11][C:8]3[CH:9]=[C:10]4[C:5]([CH:4]=[CH:3][CH:2]=[N:1]4)=[CH:6][CH:7]=3)[CH:13]=2)=[C:19]([CH:38]=[CH2:39])[CH:20]=1 |f:1.2,^1:63,65,84,103|. Procedure details: To a solution of trifluoromethanesulfonic acid 2-[6-(quinolin-7-yloxy)-pyrimidin-4-yl]-5-trifluoromethyl-phenyl ester, (Example 192(a)), (600 mg, 1.2 mmol) in dioxane (6.0 mL) was added vinyltributylstannate (370 μL, 1.6 mmol, Fluka), LiCl (150 mg, 3.5 mmol, Aldrich), Pd(PPh3)4 (27 mg, 0.02 mmol, Strem) and a few crystals of 2,6-di-tert-butyl-4-methylphenol (Aldrich). The reaction mixture was stirred at reflux for 21 h. The resulting mixture was allowed to cool to room temperature and concentrat... Starting materials: BrC1=CC=C2C(=NN(C2=C1)C1=CC=CC=C1)OC (6-bromo-3-methoxy-1-phenyl-1H-indazole), C(C)(C)(C)OC(=O)N1CCN(CC1)C1CNC1 (4-azetidin-3-yl-piperazine-1-carboxylic acid tert-butyl ester), Cl (HCl). The product is Cl.COC1=NN(C2=CC(=CC=C12)N1CC(C1)N1CCNCC1)C1=CC=CC=C1 (3-Methoxy-1-phenyl-6-(3-(piperazin-1-yl)azetidin-1-yl)-1H-indazole hydrochloride). As a reaction SMILES: Br[C:2]1[CH:10]=[C:9]2[C:5]([C:6]([O:17][CH3:18])=[N:7][N:8]2[C:11]2[CH:16]=[CH:15][CH:14]=[CH:13][CH:12]=2)=[CH:4][CH:3]=1.C(OC([N:26]1[CH2:31][CH2:30][N:29]([CH:32]2[CH2:35][NH:34][CH2:33]2)[CH2:28][CH2:27]1)=O)(C)(C)C.[ClH:36]>>[ClH:36].[CH3:18][O:17][C:6]1[C:5]2[C:9](=[CH:10][C:2]([N:34]3[CH2:35][CH:32]([N:29]4[CH2:30][CH2:31][NH:26][CH2:27][CH2:28]4)[CH2:33]3)=[CH:3][CH:4]=2)[N:8]([C:11]2[CH:16]=[CH:15][CH:14]=[CH:13][CH:12]=2)[N:7]=1 |f:3.4|. Procedure details: The title compound was prepared according to the procedure as described in Example 57 reacting 6-bromo-3-methoxy-1-phenyl-1H-indazole and 4-azetidin-3-yl-piperazine-1-carboxylic acid tert-butyl ester, followed by de-protection with HCl. Reactants: BrC1=C(C=C(C=C1)Cl)[N+](=O)[O-] (1-bromo-4-chloro-2-nitro-benzene), [O-]P(=O)([O-])[O-].[K+].[K+].[K+] (potassium phosphate tribasic), OCC1=CC=C(C=C1)B(O)O (4-(hydroxymethyl)phenylboronic acid), O (water). The reagents and catalysts are Cl[Pd]([P](C1=CC=CC=C1)(C2=CC=CC=C2)C3=CC=CC=C3)([P](C4=CC=CC=C4)(C5=CC=CC=C5)C6=CC=CC=C6)Cl (bis(triphenylphosphine)palladium(II) chloride). Solvent: COCCOC (1,2-dimethoxyethane), COCCOC (1,2-dimethoxyethane). Reaction conditions: temperature 80 celsius. Yields the product ClC1=CC(=C(C=C1)C1=CC=C(C=C1)CO)[N+](=O)[O-] ((4′-chloro-2′-nitro-biphenyl-4-yl)-methanol). Isolated yield 26.3%. RXN SMILES: Br[C:2]1[CH:7]=[CH:6][C:5]([Cl:8])=[CH:4][C:3]=1[N+:9]([O-:11])=[O:10].[O-]P([O-])([O-])=O.[K+].[K+].[K+].[OH:20][CH2:21][C:22]1[CH:27]=[CH:26][C:25](B(O)O)=[CH:24][CH:23]=1.O>COCCOC.Cl[Pd](Cl)([P](C1C=CC=CC=1)(C1C=CC=CC=1)C1C=CC=CC=1)[P](C1C=CC=CC=1)(C1C=CC=CC=1)C1C=CC=CC=1>[Cl:8][C:5]1[CH:6]=[CH:7][C:2]([C:25]2[CH:26]=[CH:27][C:22]([CH2:21][OH:20])=[CH:23][CH:24]=2)=[C:3]([N+:9]([O-:11])=[O:10])[CH:4]=1 |f:1.2.3.4,^1:40,59|. Procedure details: Nitrogen was bubbled through a mixture of 1-bromo-4-chloro-2-nitro-benzene (1.25 g, 5.3 mmol), bis(triphenylphosphine)palladium(II) chloride (90 mg, 0.13 mmol) and potassium phosphate tribasic (4.2 g, 19.7 mmol) in anhydrous 1,2-dimethoxyethane (30 mL) for 15 minutes. A solution of 4-(hydroxymethyl)phenylboronic acid (0.8 g, 5.3 mmol) in anhydrous 1,2-dimethoxyethane (1.5 mL) was added and the resulting mixture was heated at 80° C. overnight. The reaction mixture was then poured into water and e... Starting materials: O=C([O-])[O-], CCC(C)=O, COc1ccccc1C(Cc1ccccc1)(Cn1cncn1)C(=O)O, CCCI, [K+], [K+]. Yields the product CCCOC(=O)C(Cc1ccccc1)(Cn1cncn1)c1ccccc1OC. Reaction SMILES: [C:26](=[O:27])([O-:28])[O-:29].[CH2:36]([C:37]([CH3:38])=[O:39])[CH3:40].[CH3:1][O:2][c:3]1[c:4]([C:9]([C:10](=[O:11])[OH:12])([CH2:13][c:14]2[cH:15][cH:16][cH:17][cH:18][cH:19]2)[CH2:20][n:21]2[n:22][cH:23][n:24][cH:25]2)[cH:5][cH:6][cH:7][cH:8]1.[I:32][CH2:33][CH2:34][CH3:35].[K+:30].[K+:31]>>[CH3:1][O:2][c:3]1[c:4]([C:9]([C:10](=[O:11])[O:12][CH2:33][CH2:34][CH3:35])([CH2:13][c:14]2[cH:15][cH:16][cH:17][cH:18][cH:19]2)[CH2:20][n:21]2[n:22][cH:23][n:24][cH:25]2)[cH:5][cH:6][cH:7][cH:8]1. The reactants are C(C)C(C(=O)[O-])(OC1=C(C=C(C=C1)CCNC(=O)C1=CC=2CN(CCC2S1)C(=O)OC(C)(C)C)OCC(=O)[O-])CC (Diethyl[[4-[2-[(5-t-butyloxycarbonyl-4,5,6,7-tetrahydrothieno[3,2-c]pyridin-2-yl)carbonyl]aminoethyl]-o-phenylene]dioxy]diacetate), [Cr](=O)(=O)([O-])Cl.[NH+]1=CC=CC=C1 (pyridinium chlorochromate). The solvent is ClCCl (dichloromethane). Run at time 4 hour. The product is C(C)(C)(C)OC(=O)N1CC2=C(CC1)SC(=C2)C=O (5-t-butoxycarbonyl-2-formyl-4,5,6,7-tetrahydrothieno[3,2-c]pyridine). Yield: 196.3%. As a reaction SMILES: C(C(CC)(OC1C=CC(CCN[C:17]([C:19]2[S:27][C:26]3[CH2:25][CH2:24][N:23]([C:28]([O:30][C:31]([CH3:34])([CH3:33])[CH3:32])=[O:29])[CH2:22][C:21]=3[CH:20]=2)=[O:18])=CC=1OCC([O-])=O)C([O-])=O)C.[Cr](Cl)([O-])(=O)=O.[NH+]1C=CC=CC=1>ClCCl>[C:31]([O:30][C:28]([N:23]1[CH2:24][CH2:25][C:26]2[S:27][C:19]([CH:17]=[O:18])=[CH:20][C:21]=2[CH2:22]1)=[O:29])([CH3:34])([CH3:32])[CH3:33] |f:1.2|. Reported procedure: The solution of the compound prepared in (a) (1.2 g) in dichloromethane (20 ml) was added pyridinium chlorochromate (1.1 g), and the mixture was stirred at room temperature for 4 hours. After the reaction mixture was filtered through FLORISIL, the filtrate was concentrated and purified by column chromatography on silica gel to give 1.07 g of the title compound from the fraction eluted with ethyl acetate:n-hexane=1:3 (yield, 89.8%).